From a dataset of the Open Reaction Database (ORD), a public repository of structured organic reaction records. describe an organic reaction: reactants, conditions, products, and yield Reactants: anhydride, C(CCC)N (n-butylamine), ClC=1C=C(C(C(=O)O)=CC1)C(=O)O (4-chlorophthalic acid). Run in C1(=CC=CC=C1)C (toluene), C1(=CC=CC=C1)C (toluene). Conditions: temperature 5 celsius. The product is ClC=1C=C2C(C(=O)N(C2=O)CCCC)=CC1 (4-chloro-N-butyl phthalimide). Reaction SMILES: [CH2:1]([NH2:5])[CH2:2][CH2:3][CH3:4].[Cl:6][C:7]1[CH:8]=[C:9]([C:16]([OH:18])=O)[C:10](=[CH:14][CH:15]=1)[C:11]([OH:13])=O>C1(C)C=CC=CC=1>[Cl:6][C:7]1[CH:8]=[C:9]2[C:16](=[O:18])[N:5]([CH2:1][CH2:2][CH2:3][CH3:4])[C:11](=[O:13])[C:10]2=[CH:14][CH:15]=1. Procedure details: To a suspension of 750 g of monosodium-4-chlorophthalate and 1200 ml water was added 120 ml conc. sulfuric acid. The resulting brown solution was extracted with three 400 ml portions of ether. The combined extracts were treated with carbon black, filtered and the ether distilled. The 4-chlorophthalic acid obtained was dehydrated by heating to 170°C for two hours to give 550 g of anhydride. To a solution of the anhydride in 600 ml of toluene was added 219 g of n-butylamine diluted with an equal w... Starting materials: ClC=1N=C(C2=C(N1)C=C(S2)CN2CCC(CC2)N2CCCCC2)N2CCOCC2 (1′-(2-Chloro-4-morpholin-4-yl-thieno[3,2-d]pyrimidin-6-ylmethyl)-[1,4′]bipiperidinyl), COC1=NC=C(C(=N1)OC)B1OC(C(O1)(C)C)(C)C (2,4-dimethoxy-5-(4,4,5,5-tetramethyl-[1,3,2]dioxaborolan-2-yl)-pyrimidine). The product is COC1=NC=C(C(=N1)OC)C=1N=C(C2=C(N1)C=C(S2)CN2CCC(CC2)N2CCCCC2)N2CCOCC2 (2-(2,4-dimethoxypyrimidin-5-yl)-4-morpholino-6-((4-(piperidin-1-yl)piperidin-1-yl)methyl)thieno[3,2-d]pyrimidine). RXN SMILES: Cl[C:2]1[N:3]=[C:4]([N:24]2[CH2:29][CH2:28][O:27][CH2:26][CH2:25]2)[C:5]2[S:10][C:9]([CH2:11][N:12]3[CH2:17][CH2:16][CH:15]([N:18]4[CH2:23][CH2:22][CH2:21][CH2:20][CH2:19]4)[CH2:14][CH2:13]3)=[CH:8][C:6]=2[N:7]=1.[CH3:30][O:31][C:32]1[N:37]=[C:36]([O:38][CH3:39])[C:35](B2OC(C)(C)C(C)(C)O2)=[CH:34][N:33]=1>>[CH3:30][O:31][C:32]1[N:37]=[C:36]([O:38][CH3:39])[C:35]([C:2]2[N:3]=[C:4]([N:24]3[CH2:29][CH2:28][O:27][CH2:26][CH2:25]3)[C:5]3[S:10][C:9]([CH2:11][N:12]4[CH2:17][CH2:16][CH:15]([N:18]5[CH2:23][CH2:22][CH2:21][CH2:20][CH2:19]5)[CH2:14][CH2:13]4)=[CH:8][C:6]=3[N:7]=2)=[CH:34][N:33]=1. Procedure: 1′-(2-Chloro-4-morpholin-4-yl-thieno[3,2-d]pyrimidin-6-ylmethyl)-[1,4′]bipiperidinyl (Example 24) was reacted with 2,4-dimethoxy-5-(4,4,5,5-tetramethyl-[1,3,2]dioxaborolan-2-yl)-pyrimidine in General Procedure A. Purification on silica yielded 134. NMR (CDCl3): 1.46 (m, 2H, CH2), 1.60-1.69 (m, 6H, 3×CH2), 1.83 (m, 2H, Ch2), 2.12 (t, 2H, CH2, J=10.91 Hz), 2.28 (m, H, CH), 2.53 (m, 4H, 2×CH2), 3.04 (d, 2H, CH2, J=11 Hz), 3.82 (s, 2H, CH2), 3.87-3.89 (m, 4H, 2×CH2), 4.02-4.04 (m, 4H, 2×CH2), 4.08 (...